This data is from the Open Reaction Database (ORD), a public repository of structured organic reaction records. The task is: describe an organic reaction: reactants, conditions, products, and yield Starting materials: CCOC(=O)CN1C(=O)C(NC(CCc2ccccc2)C(=O)OCc2ccccc2)CCc2ccccc21, CCO. The product is CCOC(=O)CN1C(=O)C(NC(CCc2ccccc2)C(=O)O)CCc2ccccc21. As a reaction SMILES: [CH2:1]([CH3:2])[O:3][C:4](=[O:5])[CH2:6][N:7]1[C:8](=[O:38])[CH:9]([NH:18][CH:19]([CH2:20][CH2:21][c:22]2[cH:23][cH:24][cH:25][cH:26][cH:27]2)[C:28](=[O:29])[O:30][CH2:31][c:32]2[cH:33][cH:34][cH:35][cH:36][cH:37]2)[CH2:10][CH2:11][c:12]2[c:13]1[cH:14][cH:15][cH:16][cH:17]2.[CH3:39][CH2:40][OH:41]>>[CH2:1]([CH3:2])[O:3][C:4](=[O:5])[CH2:6][N:7]1[C:8](=[O:38])[CH:9]([NH:18][CH:19]([CH2:20][CH2:21][c:22]2[cH:23][cH:24][cH:25][cH:26][cH:27]2)[C:28](=[O:29])[OH:30])[CH2:10][CH2:11][c:12]2[c:13]1[cH:14][cH:15][cH:16][cH:17]2.